This data is from the Open Reaction Database (ORD), a public repository of structured organic reaction records. The task is: describe an organic reaction: reactants, conditions, products, and yield Reactants: C(CCCC)C1=CC=C(C=C1)C1=CC=C(C=C1)C#N (4-n-pentyl-4'-cyanobiphenyl), S(O)(O)(=O)=O (sulfuric acid), three, O (water), O (water). The product is C(CCCC)C1=CC=C(C=C1)C1=CC=C(C=C1)C(=O)O (4-n-pentyl-biphenyl-4'-carboxylic acid). RXN SMILES: [CH2:1]([C:6]1[CH:11]=[CH:10][C:9]([C:12]2[CH:17]=[CH:16][C:15]([C:18]#N)=[CH:14][CH:13]=2)=[CH:8][CH:7]=1)[CH2:2][CH2:3][CH2:4][CH3:5].S(=O)(=O)(O)[OH:21].[OH2:25]>>[CH2:1]([C:6]1[CH:11]=[CH:10][C:9]([C:12]2[CH:17]=[CH:16][C:15]([C:18]([OH:21])=[O:25])=[CH:14][CH:13]=2)=[CH:8][CH:7]=1)[CH2:2][CH2:3][CH2:4][CH3:5]. Reported procedure: 50 Gram of 4-n-pentyl-4'-cyanobiphenyl and 500 g of 70 weight % sulfuric acid were introduced into 2 l three neck flask, and heated on a mantle heater, with stirring under reflux for 2.5 hours. The resulting reaction mixture was water-cooled and then 500 ml of water was added, followed by separating a solid product with a glass filter, water-washing and recrystallizing with glacial acetic acid to give 45.7 g of 4-n-pentyl-biphenyl-4'-carboxylic acid((II), R=C5H11) which was a colorless crystal h...